describe an organic reaction: reactants, conditions, products, and yield From a dataset of the Open Reaction Database (ORD), a public repository of structured organic reaction records. Starting materials: O=C(CN[C@@H](CCNC1(CCCC1)C(=O)[O-])C1=CC=CC=C1)NC=1C=C2C[C@]3(C(NC4=NC=CC=C43)=O)CC2=CC1.[K+] (Potassium 1-({(3S)-3-[(2-oxo-2-{[(2R)-2′-oxo-1,1′,2′,3-tetrahydrospiro[indene-2,3′-pyrrolo[2,3-b]pyridin]-5-yl]amino}ethyl)amino]-3-phenylpropyl}amino)cyclo-pentanecarboxylate), CCN=C=NCCCN(C)C (EDCI), C1=CC2=C(N=C1)N(N=N2)O (HOAt), CCN=C=NCCCN(C)C (EDCI). Run in CN(C)C=O (DMF), C([O-])(O)=O.[Na+] (sodium bicarbonate), C(Cl)(Cl)Cl (chloroform). Run at temperature 40 celsius, time 1 hour. Yields the product O=C1N([C@@H](CCNC12CCCC2)C2=CC=CC=C2)CC(=O)NC=2C=C1C[C@]3(C(NC4=NC=CC=C43)=O)CC1=CC2 (2-[(9S)-11-Oxo-9-phenyl-6,10-diazaspiro[4.6]undec-10-yl]-N-[(2R)-2′-oxo-1,1′,2′,3-tetrahydrospiro[indene-2,3′-pyrrolo[2,3-b]pyridin]-5-yl]acetamide). RXN SMILES: [O:1]=[C:2]([NH:23][C:24]1[CH:25]=[C:26]2[C:39](=[CH:40][CH:41]=1)[CH2:38][C@:28]1([C:36]3[C:31](=[N:32][CH:33]=[CH:34][CH:35]=3)[NH:30][C:29]1=[O:37])[CH2:27]2)[CH2:3][NH:4][C@H:5]([C:17]1[CH:22]=[CH:21][CH:20]=[CH:19][CH:18]=1)[CH2:6][CH2:7][NH:8][C:9]1([C:14]([O-])=[O:15])[CH2:13][CH2:12][CH2:11][CH2:10]1.[K+].CCN=C=NCCCN(C)C.C1C=NC2N(O)N=NC=2C=1>CN(C=O)C.C(=O)(O)[O-].[Na+].C(Cl)(Cl)Cl>[O:15]=[C:14]1[C:9]2([CH2:10][CH2:11][CH2:12][CH2:13]2)[NH:8][CH2:7][CH2:6][C@@H:5]([C:17]2[CH:22]=[CH:21][CH:20]=[CH:19][CH:18]=2)[N:4]1[CH2:3][C:2]([NH:23][C:24]1[CH:25]=[C:26]2[C:39](=[CH:40][CH:41]=1)[CH2:38][C@:28]1([C:36]3[C:31](=[N:32][CH:33]=[CH:34][CH:35]=3)[NH:30][C:29]1=[O:37])[CH2:27]2)=[O:1] |f:0.1,5.6|. Procedure: To a stirred solution of potassium 1-({(3S)-3-[(2-oxo-2-{[(2R)-2′-oxo-1,1′,2′,3-tetrahydrospiro[indene-2,3′-pyrrolo[2,3-b]pyridin]-5-yl]amino}ethyl)amino]-3-phenylpropyl}amino)cyclopentanecarboxylate from Step B (0.147 g, 0.249 mmol) in DMF (8.3 mL) was added EDCI (0.0720 g, 0.374 mmol) and HOAt (0.0340 g, 0.249 mmol). The reaction mixture was then heated to 40° C. After 1 h, additional EDCI (0.0350 mg) was added and the reaction temperature was increased to 50° C., for 15 h. The reaction was al... Starting materials: FC1=C(C=CC=C1)C1=CC(=CN1S(=O)(=O)C1=CC=C(C=C1)O)CN(C(OC(C)(C)C)=O)C (tert-butyl ((5-(2-fluorophenyl)-1-((4-hydroxyphenyl)sulfonyl)-1H-pyrrol-3-yl)methyl)(methyl)carbamate), OCC1(CC1)C(=O)NC (1-(hydroxymethyl)-N-methyl cyclopropanecarboxamide), N(=NC(=O)OC(C)C)C(=O)OC(C)C (diisopropyl azodicarboxylate), C1(=CC=CC=C1)P(C1=CC=CC=C1)C1=CC=CC=C1 (triphenylphosphine). The solvent is ClCCl (dichloromethane). Reaction conditions: time 16 hour. Product: FC1=C(C=CC=C1)C1=CC(=CN1S(=O)(=O)C1=CC=C(C=C1)OCC1(CC1)C(NC)=O)CN(C(OC(C)(C)C)=O)C (tert-butyl ((5-(2-fluorophenyl)-1-((4-((1-(methylcarbamoyl)cyclopropyl)methoxy)phenyl)sulfonyl)-1H-pyrrol-3-yl)methyl)(methyl)carbamate). Reaction SMILES: [F:1][C:2]1[CH:7]=[CH:6][CH:5]=[CH:4][C:3]=1[C:8]1[N:12]([S:13]([C:16]2[CH:21]=[CH:20][C:19]([OH:22])=[CH:18][CH:17]=2)(=[O:15])=[O:14])[CH:11]=[C:10]([CH2:23][N:24]([CH3:32])[C:25](=[O:31])[O:26][C:27]([CH3:30])([CH3:29])[CH3:28])[CH:9]=1.O[CH2:34][C:35]1([C:38]([NH:40][CH3:41])=[O:39])[CH2:37][CH2:36]1.N(C(OC(C)C)=O)=NC(OC(C)C)=O.C1(P(C2C=CC=CC=2)C2C=CC=CC=2)C=CC=CC=1>ClCCl>[F:1][C:2]1[CH:7]=[CH:6][CH:5]=[CH:4][C:3]=1[C:8]1[N:12]([S:13]([C:16]2[CH:17]=[CH:18][C:19]([O:22][CH2:34][C:35]3([C:38](=[O:39])[NH:40][CH3:41])[CH2:37][CH2:36]3)=[CH:20][CH:21]=2)(=[O:14])=[O:15])[CH:11]=[C:10]([CH2:23][N:24]([CH3:32])[C:25](=[O:31])[O:26][C:27]([CH3:28])([CH3:29])[CH3:30])[CH:9]=1. Procedure details: tert-Butyl ((5-(2-fluorophenyl)-1-((4-hydroxyphenyl)sulfonyl)-1H-pyrrol-3-yl)methyl)(methyl)carbamate 4d (100 mg, 0.22 mmol), 1-(hydroxymethyl)-N-methyl cyclopropanecarboxamide 5c (47 mg, 0.33 mmol), diisopropyl azodicarboxylate (150 mg, 0.65 mmol) and triphenylphosphine (171 mg, 0.65 mmol) were added to 3 mL of dichloromethane and then the reaction solution was stirred for 16 h. The reaction solution was concentrated under reduced pressure, and the resulting residue was purified by thin layer c... Reactants: ON=C[C@]1(CC[C@@H](O1)N1C(=O)NC(=O)C(C)=C1)CO (3'-deoxy-4'-hydroxyiminomethylthymidine), ON=C[C@]1(CC[C@@H](O1)N1C(=O)NC(=O)C(C)=C1)CO (3'-deoxy-4'-hydroxyiminomethylthymidine), CC(=O)[O-].[Na+] (NaOAc). Run in C(C)(=O)OC(C)=O (acetic anhydride). Reaction conditions: temperature 100 celsius, time 24 hour. Product: C(#N)[C@]1(CC[C@@H](O1)N1C(=O)NC(=O)C(C)=C1)COC(C)=O (3'-deoxy-4'-cyano-5'-O-acetylthymidine). Isolated yield 149.2%. RXN SMILES: O[N:2]=[CH:3][C@:4]1([CH2:18][OH:19])[O:8][C@@H:7]([N:9]2[CH:17]=[C:15]([CH3:16])[C:13](=[O:14])[NH:12][C:10]2=[O:11])[CH2:6][CH2:5]1.[CH3:20][C:21]([O-])=[O:22].[Na+]>C(OC(=O)C)(=O)C>[C:3]([C@:4]1([CH2:18][O:19][C:21](=[O:22])[CH3:20])[O:8][C@@H:7]([N:9]2[CH:17]=[C:15]([CH3:16])[C:13](=[O:14])[NH:12][C:10]2=[O:11])[CH2:6][CH2:5]1)#[N:2] |f:1.2|. Reported procedure: To a solution of the 4'-α and 4'-β isomers of 3'-deoxy-4'-hydroxyiminomethylthymidine (40 mg, 0.15 mM) (Formula 24) in 0.5 ml acetic anhydride, was added NaOAc (6 mg, 0.07 mM) and stir at 100° C. for 24 hours. The solvent was removed by evaporation and the residue chromatographed on silica gel using 4% CH3OH/CH2Cl2, affording the 4'-α and 4'-β isomers of 3'-deoxy-4'-cyano-5'-O-acetylthymidine (32 mg, 0.11 mM).